This data is from the Open Reaction Database (ORD), a public repository of structured organic reaction records. The task is: describe an organic reaction: reactants, conditions, products, and yield Reactants: ClC1=CC=C(C(C2=CC=CC=C2)N2CCN(CC2)CCN)C=C1 (4-(4-chlorobenzhydryl)piperazin-1-ylethylamine), CC1=CC(=NN1C1=CC=CC=C1)C=O (5-methyl-1-phenylpyrazole-3-carbaldehyde). The product is ClC1=CC=C(C(C2=CC=CC=C2)N2CCN(CC2)CCNCC2=NN(C(=C2)C)C2=CC=CC=C2)C=C1 (3-{2-[4-(4-chlorobenzhydryl)piperazin-1-yl]ethyl}aminomethyl-5-methyl-1-phenylpyrazole). The yield is 58.0%. As a reaction SMILES: [Cl:1][C:2]1[CH:23]=[CH:22][C:5]([CH:6]([N:13]2[CH2:18][CH2:17][N:16]([CH2:19][CH2:20][NH2:21])[CH2:15][CH2:14]2)[C:7]2[CH:12]=[CH:11][CH:10]=[CH:9][CH:8]=2)=[CH:4][CH:3]=1.[CH3:24][C:25]1[N:29]([C:30]2[CH:35]=[CH:34][CH:33]=[CH:32][CH:31]=2)[N:28]=[C:27]([CH:36]=O)[CH:26]=1>>[Cl:1][C:2]1[CH:3]=[CH:4][C:5]([CH:6]([N:13]2[CH2:14][CH2:15][N:16]([CH2:19][CH2:20][NH:21][CH2:36][C:27]3[CH:26]=[C:25]([CH3:24])[N:29]([C:30]4[CH:35]=[CH:34][CH:33]=[CH:32][CH:31]=4)[N:28]=3)[CH2:17][CH2:18]2)[C:7]2[CH:8]=[CH:9][CH:10]=[CH:11][CH:12]=2)=[CH:22][CH:23]=1. Procedure: Compound 92 was prepared using the same method as that of Example 1 except that 4-(4-chlorobenzhydryl)piperazin-1-ylethylamine and 5-methyl-1-phenylpyrazole-3-carbaldehyde were used. The reactants are CI (Methyl iodide), Cl.N1(CCCC1)CC(C)N1C2=CC=CC=C2SC=2C=CC(=CC12)C(=N)N (10-[1-(1-pyrrolidinyl) (2RS)-2-propyl]-2-phenothiazinecarboxamidine hydrochloride), C(C)(C)OC(C)C (isopropyl ether). Solvent: CN(C=O)C (dimethylformamide). Reaction conditions: temperature 20 celsius, time 16 hour. Product: Cl.[I-].C[N+]1(CCCC1)CC(C)N1C2=CC=CC=C2SC=2C=CC(=CC12)C(=N)N (10-[1-(1-methyl-1-pyrrolidinio) (2RS)-2-propyl]-2-phenothiazinecarboxamidine iodide hydrochloride). RXN SMILES: C[I:2].[ClH:3].[N:4]1([CH2:9][CH:10]([N:12]2[C:25]3[CH:24]=[C:23]([C:26]([NH2:28])=[NH:27])[CH:22]=[CH:21][C:20]=3[S:19][C:18]3[C:13]2=[CH:14][CH:15]=[CH:16][CH:17]=3)[CH3:11])[CH2:8][CH2:7][CH2:6][CH2:5]1.[CH:29](OC(C)C)(C)C>CN(C)C=O>[ClH:3].[I-:2].[CH3:29][N+:4]1([CH2:9][CH:10]([N:12]2[C:25]3[CH:24]=[C:23]([C:26]([NH2:28])=[NH:27])[CH:22]=[CH:21][C:20]=3[S:19][C:18]3[C:13]2=[CH:14][CH:15]=[CH:16][CH:17]=3)[CH3:11])[CH2:8][CH2:7][CH2:6][CH2:5]1 |f:1.2,5.6.7|. Reported procedure: Methyl iodide (0.036 g) is added to a solution of 10-[1-(1-pyrrolidinyl) (2RS)-2-propyl]-2-phenothiazinecarboxamidine hydrochloride (0.1 g) in dimethylformamide (1 cc) and the mixture is stirred for 16 hours at a temperature of about 20° C. The reaction solution obtained is poured into isopropyl ether (15 cc) and the oil formed is decanted, washed with isopropyl ether (15 cc) and again dissolved in a mixture of acetone and methanol (85-15 by volume) (12 cc). The preceding solution is poured drop... The reactants are CCCCn1c(Cc2cc(OC)ccc2OC)nc2c(Cl)ncnc21, [NH4+], C1COCCO1, [OH-]. Yields the product CCCCn1c(Cc2cc(OC)ccc2OC)nc2c(N)ncnc21. RXN SMILES: [Cl:1][c:2]1[c:3]2[n:4][c:5]([CH2:15][c:16]3[c:17]([O:24][CH3:25])[cH:18][cH:19][c:20]([O:22][CH3:23])[cH:21]3)[n:6]([CH2:11][CH2:12][CH2:13][CH3:14])[c:7]2[n:8][cH:9][n:10]1.[NH4+:27].[O:28]1[CH2:29][CH2:30][O:31][CH2:32][CH2:33]1.[OH-:26]>>[c:2]1([NH2:27])[c:3]2[n:4][c:5]([CH2:15][c:16]3[c:17]([O:24][CH3:25])[cH:18][cH:19][c:20]([O:22][CH3:23])[cH:21]3)[n:6]([CH2:11][CH2:12][CH2:13][CH3:14])[c:7]2[n:8][cH:9][n:10]1. Starting materials: S1C(=CC=2CN(CCC21)C(=O)OC(C)(C)C)C(=O)OC (5-tert-butyl 2-methyl 6,7-dihydrothieno[3,2-c]pyridine-2,5(4H)-dicarboxylate), [OH-].[Na+] (NaOH). Run in C(C)O (ethanol). Yields the product C(C)(C)(C)OC(=O)N1CC2=C(CC1)SC(=C2)C(=O)O (5-(tert-butoxycarbonyl)-4,5,6,7-tetrahydrothieno[3,2-c]pyridine-2-carboxylic acid). RXN SMILES: [S:1]1[C:9]2[CH2:8][CH2:7][N:6]([C:10]([O:12][C:13]([CH3:16])([CH3:15])[CH3:14])=[O:11])[CH2:5][C:4]=2[CH:3]=[C:2]1[C:17]([O:19]C)=[O:18].[OH-].[Na+]>C(O)C>[C:13]([O:12][C:10]([N:6]1[CH2:7][CH2:8][C:9]2[S:1][C:2]([C:17]([OH:19])=[O:18])=[CH:3][C:4]=2[CH2:5]1)=[O:11])([CH3:16])([CH3:14])[CH3:15] |f:1.2|. Reported procedure: A solution of 5-tert-butyl 2-methyl 6,7-dihydrothieno[3,2-c]pyridine-2,5(4H)-dicarboxylate (1 eq) obtained in step VII and NaOH (1.5 eq). was refluxed in ethanol for 2 h Reaction mixture was concentrated under reduced pressure and neutralized to get 5-(tert-butoxycarbonyl)-4,5,6,7-tetrahydrothieno[3,2-c]pyridine-2-carboxylic acid. The reactants are N(=NC(=O)OCC)C(=O)OCC (diethyl azodicarboxylate), OC=1C=C2CCCC(C2=CC1C)=O (6-hydroxy-7-methyl-1,2,3,4-tetrahydro-1-naphthalenone), N1(C=NC=C1)CCO (2-(1H-1-imidazolyl)-1-ethanol), C1(=CC=CC=C1)P(C1=CC=CC=C1)C1=CC=CC=C1 (triphenylphosphine). Run in C1CCOC1 (THF), C1CCOC1 (THF), CCOC(=O)C (EtOAc). Conditions: time 8 hour. Yields the product N1(C=NC=C1)CCOC=1C=C2CCCC(C2=CC1C)=O (6-[2-(1H-1-Imidazolyl)ethoxy]-7-methyl-1,2,3,4-tetrahydro-1-naphthalenone). The yield is 32.9%. As a reaction SMILES: [OH:1][C:2]1[CH:3]=[C:4]2[C:9](=[CH:10][C:11]=1[CH3:12])[C:8](=[O:13])[CH2:7][CH2:6][CH2:5]2.[N:14]1([CH2:19][CH2:20]O)[CH:18]=[CH:17][N:16]=[CH:15]1.C1(P(C2C=CC=CC=2)C2C=CC=CC=2)C=CC=CC=1.N(C(OCC)=O)=NC(OCC)=O>C1COCC1.CCOC(C)=O>[N:14]1([CH2:19][CH2:20][O:1][C:2]2[CH:3]=[C:4]3[C:9](=[CH:10][C:11]=2[CH3:12])[C:8](=[O:13])[CH2:7][CH2:6][CH2:5]3)[CH:18]=[CH:17][N:16]=[CH:15]1. Procedure: Under N2, a solution of 2.08 g (11.8 mmol) of 6-hydroxy-7-methyl-1,2,3,4-tetrahydro-1-naphthalenone in 25 mL of THF was treated with 1.46 g (13.9 mmol) of 2-(1H-1-imidazolyl)-1-ethanol and 3.1 g (11.8 mmol) of triphenylphosphine. The solution was cooled in ice and treated with a solution of 1.9 mL (11.8 mmol) of diethyl azodicarboxylate in 5 mL of THF. The solution was allowed to stir at room temperature overnight. The mixture was diluted with EtOAc and washed twice with H2O, twice with saturate...